Dataset: the Open Reaction Database (ORD), a public repository of structured organic reaction records. Task: describe an organic reaction: reactants, conditions, products, and yield Reactants: COCCOCCOC, CCOC(=O)c1ccc(F)cc1F, [K+], [K+], [K+], Oc1ccc2[nH]ccc2c1, O=P([O-])([O-])[O-]. Product: CCOC(=O)c1ccc(F)cc1Oc1ccc2[nH]ccc2c1. RXN SMILES: [CH3:32][O:33][CH2:34][CH2:35][O:36][CH2:37][CH2:38][O:39][CH3:40].[F:1][c:2]1[c:3]([C:4](=[O:5])[O:6][CH2:7][CH3:8])[cH:9][cH:10][c:11]([F:13])[cH:12]1.[K+:19].[K+:20].[K+:21].[OH:22][c:23]1[cH:24][c:25]2[cH:26][cH:27][nH:28][c:29]2[cH:30][cH:31]1.[P:14]([O-:15])([O-:16])([O-:17])=[O:18]>>[c:2]1([O:22][c:23]2[cH:24][c:25]3[cH:26][cH:27][nH:28][c:29]3[cH:30][cH:31]2)[c:3]([C:4](=[O:5])[O:6][CH2:7][CH3:8])[cH:9][cH:10][c:11]([F:13])[cH:12]1. Starting materials: CC(=O)C1=C(C=C(C=C1)OC)OC (2,4-dimethoxyacetophenone), C(OC)(OC)=O (dimethyl carbonate), CC(C)([O-])C.[K+] (potassium tert-butoxide), C(CC(O)(C(=O)O)CC(=O)O)(=O)O (citric acid). The solvent is C(C)(C)(C)OC (methyl tert-butyl ether). Run at time 8 hour. Yields the product COC1=C(C=CC(=C1)OC)C(CC(=O)OC)=O (Methyl 3-(2,4-dimethoxyphenyl)-3-oxopropanoate). The yield is 85.3%. As a reaction SMILES: CC(C)([O-])C.[K+].[CH3:7][C:8]([C:10]1[CH:15]=[CH:14][C:13]([O:16][CH3:17])=[CH:12][C:11]=1[O:18][CH3:19])=[O:9].[C:20](=O)([O:23]C)[O:21][CH3:22].C(O)(=O)CC(CC(O)=O)(C(O)=O)O>C(OC)(C)(C)C>[CH3:19][O:18][C:11]1[CH:12]=[C:13]([O:16][CH3:17])[CH:14]=[CH:15][C:10]=1[C:8](=[O:9])[CH2:7][C:20]([O:21][CH3:22])=[O:23] |f:0.1|. Procedure: To a three-necked round-bottomed flask equipped with a mechanical stirrer under N2 was added potassium tert-butoxide (1M in THF, 108.77 mL, 108.77 mmol), followed by a solution of 2,4-dimethoxyacetophenone (10.00 g, 54.38 mmol) and dimethyl carbonate (13.93 mL, 163.15 mmol) in methyl tert-butyl ether (50 mL) dropwise via an addition funnel over 1.5 hours. During addition, reaction turned from a initial cloudy yellow mixture to a thick red-orange slurry. Reaction mixture was stirred at room tempe...